This data is from the Open Reaction Database (ORD), a public repository of structured organic reaction records. The task is: describe an organic reaction: reactants, conditions, products, and yield Reactants: C(=O)(O)[O-].[Na+] (NaHCO3), C1(CC1)NC(NC1=CC(=C(OC2=C3C(=NC=C2)C=C(S3)C3=CC=C(C=N3)CN3CCC(CC3)NC(OC3=CC=CC=C3)=O)C=C1)F)=O (Phenyl 1-((6-(7-(4-(3-cyclopropylureido)-2-fluorophenoxy)thieno[3,2-b]pyridin-2-yl)pyridin-3-yl)methyl)piperidin-4-ylcarbamate), CN1CCNCC1 (N-methylpiperazine). Run in [Cl-].[Na+].O (brine), CN(C)C=O (DMF). Conditions: temperature 92.5 celsius. Yields the product C1(CC1)NC(NC1=CC(=C(OC2=C3C(=NC=C2)C=C(S3)C3=CC=C(C=N3)CN3CCC(CC3)NC(=O)N3CCN(CC3)C)C=C1)F)=O (N-(1-((6-(7-(4-(3-Cyclopropylureido)-2-fluorophenoxy)thieno[3,2-b]pyridin-2-yl)pyridin-3-yl)methyl)piperidin-4-yl)-4-methylpiperazine-1-carboxamide). The yield is 79.0%. Reaction SMILES: [CH:1]1([NH:4][C:5](=[O:47])[NH:6][C:7]2[CH:45]=[CH:44][C:10]([O:11][C:12]3[CH:17]=[CH:16][N:15]=[C:14]4[CH:18]=[C:19]([C:21]5[N:26]=[CH:25][C:24]([CH2:27][N:28]6[CH2:33][CH2:32][CH:31]([NH:34][C:35](=O)[O:36]C7C=CC=CC=7)[CH2:30][CH2:29]6)=[CH:23][CH:22]=5)[S:20][C:13]=34)=[C:9]([F:46])[CH:8]=2)[CH2:3][CH2:2]1.[CH3:48][N:49]1[CH2:54][CH2:53][NH:52][CH2:51][CH2:50]1.C([O-])(O)=O.[Na+]>CN(C=O)C.[Cl-].[Na+].O>[CH:1]1([NH:4][C:5](=[O:47])[NH:6][C:7]2[CH:45]=[CH:44][C:10]([O:11][C:12]3[CH:17]=[CH:16][N:15]=[C:14]4[CH:18]=[C:19]([C:21]5[N:26]=[CH:25][C:24]([CH2:27][N:28]6[CH2:29][CH2:30][CH:31]([NH:34][C:35]([N:52]7[CH2:53][CH2:54][N:49]([CH3:48])[CH2:50][CH2:51]7)=[O:36])[CH2:32][CH2:33]6)=[CH:23][CH:22]=5)[S:20][C:13]=34)=[C:9]([F:46])[CH:8]=2)[CH2:3][CH2:2]1 |f:2.3,5.6.7|. Reported procedure: To a solution of the phenylcarbamate 356 (0.11 g, 0.169 mmol) in DMF at RT was added the N-methylpiperazine (0.057 mL, 0.51 mmol). The reaction mixture was heated at 90-95° C. for 2 hours, cooled to RT then treated with brine and saturated NaHCO3 solution. A precipitate was formed which was collected by filtration and dried. The crude material was purified by flash column chromatography, eluent 12 to 30% MeOH (containing 2% ammonia) in DCM, to afford the title compound 357 (0.088 g, 79% yield). ...